Dataset: the Open Reaction Database (ORD), a public repository of structured organic reaction records. Task: describe an organic reaction: reactants, conditions, products, and yield Starting materials: N1C=C(C2=CC=CC=C12)C=O (indole-3-carboxaldehyde), [C-]#N.[K+] (KCN), (NH4)2CO3, C(C)O (C2H5OH), O (H2O), CN(C)C=O (DMF). Conditions: time 16 hour. Product: N1C=C(C2=CC=CC=C12)C1C(NC(N1)=O)=O (5-(Indol-3-yl)hydantoin). As a reaction SMILES: [NH:1]1[C:9]2[C:4](=[CH:5][CH:6]=[CH:7][CH:8]=2)[C:3]([CH:10]=O)=[CH:2]1.[C-]#[N:13].[K+].[CH2:15]([OH:17])C.O.C[N:20]([CH:22]=[O:23])C>>[NH:1]1[C:9]2[C:4](=[CH:5][CH:6]=[CH:7][CH:8]=2)[C:3]([CH:10]2[NH:13][C:22](=[O:23])[NH:20][C:15]2=[O:17])=[CH:2]1 |f:1.2|. Procedure details: A mixture of indole-3-carboxaldehyde (43.6 g, 0.3 mole), KCN (29.3 g, 0.45 mole), (NH4)2CO3 (144 g, 1.5 mole), 250 ml of C2H5OH, 250 ml of H2O and 200 ml of DMF was warmed with stirring at 70°-80° for 16 hours. The dark solution was filtered, cooled and acidified with concentrated HCl. The solid was collected, dissolved in dilute NaOH, filtered and acidified with dilute HCl. The solid was collected and recrystallized from aqueous methanol, yield 28.5 g, mp 229°-30°. Reactants: CCCCCCCCCCCC(=O)c1ccc(O)cc1, CC(=O)O, [Pd]. Yields the product CCCCCCCCCCCCc1ccc(O)cc1. Reaction SMILES: [CH2:1]([CH2:2][CH2:3][CH2:4][CH2:5][CH2:6][CH2:7][CH2:8][CH2:9][CH2:10][CH3:11])[C:12](=[O:13])[c:14]1[cH:15][cH:16][c:17]([OH:20])[cH:18][cH:19]1.[CH3:22][C:23](=[O:24])[OH:25].[Pd:21]>>[CH2:1]([CH2:2][CH2:3][CH2:4][CH2:5][CH2:6][CH2:7][CH2:8][CH2:9][CH2:10][CH3:11])[CH2:12][c:14]1[cH:15][cH:16][c:17]([OH:20])[cH:18][cH:19]1. The reactants are FC(C(=O)NC1=NN(C(C1)C)C1=CC=C(C=C1)C(C(F)(F)F)=O)(F)F (2,2,2-Trifluoro-N-[5-methyl-1-(p-trifluoroacetylphenyl)-2-pyrazolin-3-yl]acetamide), C(C)(=O)OC(C)=O (acetic anhydride), Example 14 ( B ). Reagents/catalysts: CN(C1=CC=NC=C1)C (4-dimethylaminopyridine). The solvent is ClCCl (dichloromethane). Conditions: time 3 hour. Product: CC1CC(=NN1C1=CC=CC=C1)NC(C)=O (N-(5-Methyl-1-phenyl-2-pyrazolin-3-yl)acetamide). RXN SMILES: F[C:2](F)(F)[C:3]([NH:5][C:6]1[CH2:10][CH:9]([CH3:11])[N:8]([C:12]2[CH:17]=[CH:16][C:15](C(=O)C(F)(F)F)=[CH:14][CH:13]=2)[N:7]=1)=[O:4].C(OC(=O)C)(=O)C>CN(C)C1C=CN=CC=1.ClCCl>[CH3:11][CH:9]1[N:8]([C:12]2[CH:17]=[CH:16][CH:15]=[CH:14][CH:13]=2)[N:7]=[C:6]([NH:5][C:3](=[O:4])[CH3:2])[CH2:10]1. Procedure: A mixture of 2.0 g. of 3-amino-5-methyl-1-phenyl-2-pyrazoline (prepared in Example 5), 5.0 ml. of acetic anhydride and 100 mg. of 4-dimethylaminopyridine is allowed to stand at room temperature for 3 hours. The mixture is filtered to give a white solid. The solid is dissolved in dichloromethane and is columnized and recrystallized as for Example 14 (B) to give 0.90 g. of the desired product as colorless plates, m.p. 144.5°-146.5° C. Starting materials: C(O)([O-])=O.[Na+] (sodium hydrogencarbonate), ClC1=NC=CC(=C1Br)Cl (2,4-dichloro-3-bromopyridine), C1(=CC=CC=C1)[C@H]1CC[C@H](CC1)N (cis-4-phenylcyclohexylamine), [Cl-].[NH4+] (ammonium chloride). Run in CN1C(CCC1)=O (N-methylpyrrolidone). The product is ClC1=NC=CC(=C1Br)N[C@@H]1CC[C@@H](CC1)C1=CC=CC=C1 (2-Chloro-3-bromo-4-(cis-4-phenylcyclohexylamino)-pyridine). RXN SMILES: [Cl:1][C:2]1[C:7]([Br:8])=[C:6](Cl)[CH:5]=[CH:4][N:3]=1.[C:10]1([C@@H:16]2[CH2:21][CH2:20][C@H:19]([NH2:22])[CH2:18][CH2:17]2)[CH:15]=[CH:14][CH:13]=[CH:12][CH:11]=1.[Cl-].[NH4+].C(=O)([O-])O.[Na+]>CN1CCCC1=O>[Cl:1][C:2]1[C:7]([Br:8])=[C:6]([NH:22][C@H:19]2[CH2:18][CH2:17][C@@H:16]([C:10]3[CH:15]=[CH:14][CH:13]=[CH:12][CH:11]=3)[CH2:21][CH2:20]2)[CH:5]=[CH:4][N:3]=1 |f:2.3,4.5|. Procedure: 2.27 g (10 mmol) of 2,4-dichloro-3-bromopyridine, 2.6 g (15 mmol) of cis-4-phenylcyclohexylamine and 0.1 g of ammonium chloride are heated at 120° C. for 10 hours in 10 ml of N-methylpyrrolidone. After cooling, saturated sodium hydrogencarbonate solution is added and the reaction product is extracted with ethyl acetate. Purification is carried out by column chromatography. Yield: 1.9 g (52%); m.p. 105° C. The reactants are COC=1C=C2CCC(C2=CC1OCOC)=O (5-methoxy-6-methoxymethoxyindan-1-one), CC1=CC=C(C=C1)N=CC=1C(=CC2=C(OCO2)C1)N (6[[(4-methylphenyl)imino]methyl]-1,3-benzodioxol-5-amine). Yields the product COC=1C(=CC=2CC=3C(=NC=4C=C5C(=CC4C3)OCO5)C2C1)OCOC (7-Methoxy-8-methoxymethoxy-10H-1,3-dioxolo[4,5-g]indeno[1,2-b]quinoline). The yield is 25.3%. As a reaction SMILES: [CH3:1][O:2][C:3]1[CH:4]=[C:5]2[C:9](=[CH:10][C:11]=1[O:12][CH2:13][O:14][CH3:15])[C:8](=O)[CH2:7][CH2:6]2.CC1C=CC(N=[CH:25][C:26]2[C:27]([NH2:35])=[CH:28][C:29]3[O:33][CH2:32][O:31][C:30]=3[CH:34]=2)=CC=1>>[CH3:1][O:2][C:3]1[C:11]([O:12][CH2:13][O:14][CH3:15])=[CH:10][C:9]2[CH2:8][C:7]3[C:6]([C:5]=2[CH:4]=1)=[N:35][C:27]1[CH:28]=[C:29]2[O:33][CH2:32][O:31][C:30]2=[CH:34][C:26]=1[CH:25]=3. Procedure: Using the procedure of Example 1, 5-methoxy-6-methoxymethoxyindan-1-one (1000 mg, 4.5 mmol) is reacted with 6[[(4-methylphenyl)imino]methyl]-1,3-benzodioxol-5-amine (1144 mg, 4.5 mmol) to yields 7-Methoxy-8-methoxymethoxy-10H-1,3-dioxolo[4,5-g]indeno[1,2-b]quinoline (400 mg, 25% of theory).